This data is from the Open Reaction Database (ORD), a public repository of structured organic reaction records. The task is: describe an organic reaction: reactants, conditions, products, and yield Starting materials: NC=1C=C(C=CC1)NC1=NC(N2C(C3=CC=C(C=C3CC2)OC)=C1)=O (2-(3-Amino-phenylamino)-9-methoxy-6,7-dihydro-pyrimido[6,1-a]isoquinolin-4-one). Run in N.CCO (NH3 EtOH). Run at temperature 120 celsius, time 8 hour. The product is NC1=NC(N2C(C3=CC=C(C=C3CC2)OC)=C1)=O (2-Amino-9-methoxy-6,7-dihydro-pyrimido[6,1-a]isoquinolin-4-one). Isolated yield 105.5%. RXN SMILES: NC1C=C([NH:8][C:9]2[CH:24]=[C:13]3[C:14]4[C:19]([CH2:20][CH2:21][N:12]3[C:11](=[O:25])[N:10]=2)=[CH:18][C:17]([O:22][CH3:23])=[CH:16][CH:15]=4)C=CC=1>N.CCO>[NH2:8][C:9]1[CH:24]=[C:13]2[C:14]3[C:19]([CH2:20][CH2:21][N:12]2[C:11](=[O:25])[N:10]=1)=[CH:18][C:17]([O:22][CH3:23])=[CH:16][CH:15]=3 |f:1.2|. Reported procedure: To a suspension of 2-chloro-9-methoxy-6,7-dihydro-pyrimido[6,1-a]isoquinolin-4-one (6) (919 mg, 3.5 mmol) in NH3/EtOH (7 mL) was stirred in an autoclave at 120° C. overnight. After cooling, the precipitate was filtered and washed with MeOH to give the title compound (898.3 mg, quant.). 1H-NMR (400 MHz, d6-DMSO) δ 7.99 (b, 1H), 7.71 (d, 1H), 7.44 (b, 1H), 7.01 (dd, 1H), 7.00 (s, 1H), 6.22 (s, 1H), 3.95 (t, 2H), 3.85 (s, 3H) and 2.97 (t, 2H); MS (ESI) (M+H)+ 243. Reactants: N#Cc1ccc2c(c1)CC(NS(=O)(=O)c1ccccc1)CN2, O=Cc1ccccc1. Product: N#Cc1ccc2c(c1)CC(NS(=O)(=O)c1ccccc1)CN2Cc1ccccc1. As a reaction SMILES: [C:1](#[N:2])[c:3]1[cH:4][c:5]2[c:10]([cH:11][cH:12]1)[NH:9][CH2:8][CH:7]([NH:13][S:14](=[O:15])(=[O:16])[c:17]1[cH:18][cH:19][cH:20][cH:21][cH:22]1)[CH2:6]2.[CH:23](=[O:24])[c:25]1[cH:26][cH:27][cH:28][cH:29][cH:30]1>>[C:1](#[N:2])[c:3]1[cH:4][c:5]2[c:10]([cH:11][cH:12]1)[N:9]([CH2:23][c:25]1[cH:26][cH:27][cH:28][cH:29][cH:30]1)[CH2:8][CH:7]([NH:13][S:14](=[O:15])(=[O:16])[c:17]1[cH:18][cH:19][cH:20][cH:21][cH:22]1)[CH2:6]2. Reactants: CCO, Cc1cc2nc(Cl)c3cnccc3n2n1, [Na], O. The product is CCOc1nc2cc(C)nn2c2ccncc12. RXN SMILES: [CH3:17][CH2:18][OH:19].[Cl:1][c:2]1[n:3][c:4]2[n:5]([c:6]3[c:7]1[cH:8][n:9][cH:10][cH:11]3)[n:12][c:13]([CH3:15])[cH:14]2.[Na:16].[OH2:20]>>[c:2]1([O:19][CH2:18][CH3:17])[n:3][c:4]2[n:5]([c:6]3[c:7]1[cH:8][n:9][cH:10][cH:11]3)[n:12][c:13]([CH3:15])[cH:14]2.